Dataset: the Open Reaction Database (ORD), a public repository of structured organic reaction records. Task: describe an organic reaction: reactants, conditions, products, and yield Starting materials: FC=1C=CC(=C(C1)C(CC(CC1=CC(=C(C#N)C(=C1)C)C)(C(F)(F)F)O)(C)C)O (4-[4-(5 fluoro-2-hydroxyphenyl)-2-hydroxy-4-methyl-2-trifluoromethylpentyl]-2,6-dimethylbenzonitrile), FC=1C=CC(=C(C1)C(CC(CC1=C(C#N)C(=CC(=C1)C)C)(C(F)(F)F)O)(C)C)O (2-[4-(5-fluoro-2-hydroxyphenyl)-2-hydroxy-4-methyl-2trifluoromethylpentyl]-4,6-dimethylbenzonitrile). Yields the product title compounds, FC=1C=CC(=C(C1)C(CC(CC1=C(C#N)C(=CC(=C1)C)C)(C(F)(F)F)O)(C)C)OC (2-[4-(5-fluoro-2-methoxyphenyl)-2-hydroxy-4-methyl-2-trifluoromethylpentyl]-4,6-dimethylbenzonitrile), FC=1C=CC(=C(C1)C(CC(CC1=CC(=C(C#N)C(=C1)C)C)(C(F)(F)F)O)(C)C)OC (4-[4-(5-fluoro-2-methoxyphenyl)-2-hydroxy-4-methyl-2-trifluoromethylpentyl]-2,6-dimethylbenzonitrile). RXN SMILES: [F:1][C:2]1[CH:3]=[CH:4][C:5]([OH:29])=[C:6]([C:8]([CH3:28])([CH3:27])[CH2:9][C:10]([OH:26])([C:22]([F:25])([F:24])[F:23])[CH2:11][C:12]2[CH:19]=[C:18]([CH3:20])[CH:17]=[C:16]([CH3:21])[C:13]=2[C:14]#[N:15])[CH:7]=1.[F:30][C:31]1[CH:32]=[CH:33][C:34]([OH:58])=[C:35]([C:37]([CH3:57])([CH3:56])[CH2:38][C:39]([OH:55])([C:51]([F:54])([F:53])[F:52])[CH2:40][C:41]2[CH:48]=[C:47]([CH3:49])[C:44]([C:45]#[N:46])=[C:43]([CH3:50])[CH:42]=2)[CH:36]=1>>[F:1][C:2]1[CH:3]=[CH:4][C:5]([O:29][CH3:31])=[C:6]([C:8]([CH3:27])([CH3:28])[CH2:9][C:10]([OH:26])([C:22]([F:25])([F:24])[F:23])[CH2:11][C:12]2[CH:19]=[C:18]([CH3:20])[CH:17]=[C:16]([CH3:21])[C:13]=2[C:14]#[N:15])[CH:7]=1.[F:30][C:31]1[CH:32]=[CH:33][C:34]([O:58][CH3:2])=[C:35]([C:37]([CH3:56])([CH3:57])[CH2:38][C:39]([OH:55])([C:51]([F:54])([F:53])[F:52])[CH2:40][C:41]2[CH:48]=[C:47]([CH3:49])[C:44]([C:45]#[N:46])=[C:43]([CH3:50])[CH:42]=2)[CH:36]=1. Procedure details: The title compounds were prepared as an inseparable mixture by methods analogous to those described in Example 5 as a result of performing a Grignard reaction with a 1:1.4 mixture of 2-bromomethyl-4,6-dimethylbenzonitrile and 4-bromomethyl-2,6-dimethylbenzonitrile (prepared by N-bromosuccinimide bromination of 2,4,6-trimetbylbenzonitrile). The mixture was treated with boron tribromide according to methods analogous to those described in Example 7 followed by chromatography on a prep plate (silic... Product: CN(C)CCC(Oc1ccc(S(C)=O)cc1)c1ccccc1. RXN SMILES: [C:28]([OH:29])(=[O:30])[C:31]([OH:32])=[O:33].[CH3:1][N:2]([CH3:3])[CH2:4][CH2:5][CH:6]([c:7]1[cH:8][cH:9][cH:10][cH:11][cH:12]1)[OH:13].[CH3:34][S:35]([CH3:36])=[O:37].[CH3:38][CH2:39][O:40][C:41](=[O:42])[CH3:43].[F:16][c:17]1[cH:18][cH:19][c:20]([S:23](=[O:24])[CH3:25])[cH:21][cH:22]1.[H-:14].[Na+:15].[OH2:26].[OH2:27]>>[CH3:1][N:2]([CH3:3])[CH2:4][CH2:5][CH:6]([c:7]1[cH:8][cH:9][cH:10][cH:11][cH:12]1)[O:13][c:17]1[cH:18][cH:19][c:20]([S:23](=[O:24])[CH3:25])[cH:21][cH:22]1. Reactants: O=C(O)C(=O)O, CN(C)CCC(O)c1ccccc1, CS(C)=O, CCOC(C)=O, CS(=O)c1ccc(F)cc1, [H-], [Na+], O, O. Reactants: C(C)(C)N(CC)C(C)C (Diisopropylethylamine), N1C=C(C2=CC=CC=C12)C[C@@H](C)N ((2R)-1-(1H-Indol-3-yl)propan-2-amine), glass, FC(COS(=O)(=O)C(F)(F)F)(C)C ((2-fluoro-2-methyl-propyl)trifluoromethanesulfonate), O1CCOCC1 (1,4-dioxane), O1CCOCC1 (1,4-Dioxane). Solvent: C1(=CC=CC=C1)C (toluene), O (Water). Run at temperature 75 celsius, time 24 hour. The product is N1C=C(C2=CC=CC=C12)C[C@@H](C)NCC(C)(C)F ((R)—N-(1-(1H-indol-3-yl)propan-2-yl)-2-fluoro-2-methylpropan-1-amine). RXN SMILES: [NH:1]1[C:9]2[C:4](=[CH:5][CH:6]=[CH:7][CH:8]=2)[C:3]([CH2:10][C@H:11]([NH2:13])[CH3:12])=[CH:2]1.O1CCOCC1.C(N(C(C)C)CC)(C)C.[F:29][C:30]([CH3:41])([CH3:40])[CH2:31]OS(C(F)(F)F)(=O)=O>C1(C)C=CC=CC=1.O>[NH:1]1[C:9]2[C:4](=[CH:5][CH:6]=[CH:7][CH:8]=2)[C:3]([CH2:10][C@H:11]([NH:13][CH2:31][C:30]([F:29])([CH3:41])[CH3:40])[CH3:12])=[CH:2]1. Procedure: (2R)-1-(1H-Indol-3-yl)propan-2-amine (3.81 kg, 21.21 moles) was added to a 100 L glass lined jacketed vessel under an atmosphere of nitrogen. 1,4-dioxane (23 L) was added, and the agitator was switched on. Diisopropylethylamine (5.55 L; 31.82 moles) was added to the stirred suspension followed by (2-fluoro-2-methyl-propyl)trifluoromethanesulfonate (5.55 kg, 23.77 moles). 1,4-Dioxane (4 L) was added to the vessel and the mixture was heated to 75° C. Heating was continued for 24 hours before cooli... The product is CNC(=O)COC1=CC=C(C=C1)CC(C)N1CC(OCC1)C=1N=C(SC1)C(F)(F)F (N-[2-(4-Methylaminocarbonylmethoxyphenyl)-1-methylethyl]-2-(2-trifluoromethyl-thiazol-4-yl)morpholine). Solvent: CC(=O)C (acetone), FC(C(=O)O)(F)F (trifluoroacetic acid). Reported procedure: Prepared by analogy to Example 32 by reaction of 2-trifluoromethyl-4-bromoacetyl-thiazole with N-(2-hydroxyethyl)-2-(4-methylaminocarbonylmethoxyphenyl)-1-methylethylamine and potassium hydrogen carbonate in acetone at room temperature, followed by reduction with sodium borohydride in trifluoroacetic acid. The resulting crude product is purified on a silica gel column using toluene/ethyl acetate=2:8 as eluant. RXN SMILES: [F:1][C:2]([F:13])([F:12])[C:3]1[S:4][CH:5]=[C:6]([C:8](=[O:11])[CH2:9]Br)[N:7]=1.O[CH2:15][CH2:16][NH:17][CH:18]([CH3:32])[CH2:19][C:20]1[CH:25]=[CH:24][C:23]([O:26][CH2:27][C:28]([NH:30][CH3:31])=[O:29])=[CH:22][CH:21]=1.C(=O)([O-])O.[K+].[BH4-].[Na+]>CC(C)=O.FC(F)(F)C(O)=O>[CH3:31][NH:30][C:28]([CH2:27][O:26][C:23]1[CH:22]=[CH:21][C:20]([CH2:19][CH:18]([N:17]2[CH2:16][CH2:15][O:11][CH:8]([C:6]3[N:7]=[C:3]([C:2]([F:13])([F:12])[F:1])[S:4][CH:5]=3)[CH2:9]2)[CH3:32])=[CH:25][CH:24]=1)=[O:29] |f:2.3,4.5|. Starting materials: [BH4-].[Na+] (sodium borohydride), FC(C=1SC=C(N1)C(CBr)=O)(F)F (2-trifluoromethyl-4-bromoacetyl-thiazole), OCCNC(CC1=CC=C(C=C1)OCC(=O)NC)C (N-(2-hydroxyethyl)-2-(4-methylaminocarbonylmethoxyphenyl)-1-methylethylamine), C(O)([O-])=O.[K+] (potassium hydrogen carbonate). Reactants: FC(C(=O)O)(F)F.FC(C(=O)O)(F)F.FC(C(=O)O)(F)F.ClC=1C=NC=2NC=3C=NC=C(CCC4=C(C=CC(NC1N2)=C4)OCC4CCNCC4)C3 (6-chloro-12-(piperidin-4-ylmethoxy)-2,4,8,18,22-pentaazatetracyclo[14.3.1.1(3,7).1(9,13)]docosa-1(20),3(22),4,6,9(21),10,12,16,18-nonaene tris(trifluoroacetate)), CC1=CC(=NO1)C(=O)Cl (5-methylisoxazole-3-carbonyl chloride). Product: FC(C(=O)O)(F)F.FC(C(=O)O)(F)F.ClC=1C=NC=2NC=3C=NC=C(CCC4=C(C=CC(NC1N2)=C4)OCC4CCN(CC4)C(=O)C4=NOC(=C4)C)C3 (6-Chloro-12-({1-[(5-methylisoxazol-3-yl)carbonyl]piperidin-4-yl}methoxy)-2,4,8,18,22-pentaazatetracyclo[14.3.1.1(3,7).1(9,13)]docosa-1(20),3(22),4,6,9(21),10,12,16,18-nonaene bis(trifluoroacetate)). Yield: 60.0%. As a reaction SMILES: [F:1][C:2]([F:7])([F:6])[C:3]([OH:5])=[O:4].[F:8][C:9]([F:14])([F:13])[C:10]([OH:12])=[O:11].FC(F)(F)C(O)=O.[Cl:22][C:23]1[CH:24]=[N:25][C:26]2[NH:27][C:28]3[CH:29]=[N:30][CH:31]=[C:32]([CH:52]=3)[CH2:33][CH2:34][C:35]3[CH:43]=[C:39]([NH:40][C:41]=1[N:42]=2)[CH:38]=[CH:37][C:36]=3[O:44][CH2:45][CH:46]1[CH2:51][CH2:50][NH:49][CH2:48][CH2:47]1.[CH3:53][C:54]1[O:58][N:57]=[C:56]([C:59](Cl)=[O:60])[CH:55]=1>>[F:1][C:2]([F:7])([F:6])[C:3]([OH:5])=[O:4].[F:8][C:9]([F:14])([F:13])[C:10]([OH:12])=[O:11].[Cl:22][C:23]1[CH:24]=[N:25][C:26]2[NH:27][C:28]3[CH:29]=[N:30][CH:31]=[C:32]([CH:52]=3)[CH2:33][CH2:34][C:35]3[CH:43]=[C:39]([NH:40][C:41]=1[N:42]=2)[CH:38]=[CH:37][C:36]=3[O:44][CH2:45][CH:46]1[CH2:51][CH2:50][N:49]([C:59]([C:56]2[CH:55]=[C:54]([CH3:53])[O:58][N:57]=2)=[O:60])[CH2:48][CH2:47]1 |f:0.1.2.3,5.6.7|. Procedure: The desired compound was prepared according to the procedure of Example D94 using 6-chloro-12-(piperidin-4-ylmethoxy)-2,4,8,18,22-pentaazatetracyclo[14.3.1.1(3,7).1(9,13)]docosa-1(20),3(22),4,6,9(21),10,12,16,18-nonaene tris(trifluoroacetate) and 5-methylisoxazole-3-carbonyl chloride as the starting materials in 60% yield. LCMS for C28H29ClN7O3 (M+H)+: m/z=546.2.